Task: describe an organic reaction: reactants, conditions, products, and yield. Dataset: the Open Reaction Database (ORD), a public repository of structured organic reaction records The reactants are CC(C)C(NC(=O)OC(C)(C)C)C(=O)O, CCN=C=NCCCN(C)C, ClCCl, CN(C)c1ccncc1, Cl, O=[N+]([O-])c1ccc(CO)cc1. The product is CC(C)C(NC(=O)OC(C)(C)C)C(=O)OCc1ccc([N+](=O)[O-])cc1. RXN SMILES: [C:1]([CH3:2])([CH3:3])([CH3:4])[O:5][C:6](=[O:7])[NH:8][CH:9]([CH:10]([CH3:11])[CH3:12])[C:13](=[O:14])[OH:15].[CH2:28]([N:29]=[C:30]=[N:31][CH2:32][CH2:33][CH2:34][N:35]([CH3:36])[CH3:37])[CH3:38].[CH2:39]([Cl:40])[Cl:41].[CH3:42][N:43]([CH3:44])[c:45]1[cH:46][cH:47][n:48][cH:49][cH:50]1.[ClH:27].[N+:16](=[O:17])([O-:18])[c:19]1[cH:20][cH:21][c:22]([CH2:23][OH:24])[cH:25][cH:26]1>>[C:1]([CH3:2])([CH3:3])([CH3:4])[O:5][C:6](=[O:7])[NH:8][CH:9]([CH:10]([CH3:11])[CH3:12])[C:13]([O:14][CH2:23][c:22]1[cH:21][cH:20][c:19]([N+:16](=[O:17])[O-:18])[cH:26][cH:25]1)=[O:15].